This data is from the Open Reaction Database (ORD), a public repository of structured organic reaction records. The task is: describe an organic reaction: reactants, conditions, products, and yield Yield: 64.0%. Reactants: C(C)(=O)N(C(=O)OC(C)OC([C@H]([C@H](CC)C)NC(=O)OC(C)(C)C)=O)C[C@H]1CN(C(O1)=O)C1=CC(=C(C=C1)C1CCS(CC1)(=O)=O)F (2(S)-tert-butoxycarbonylamino-3(S)-methyl-pentanoic acid 1-(acetyl-{3-[4-(1,1-dioxo-hexahydro-1λ6-thiopyran-4-yl)-3-fluoro-phenyl]-2-oxo-oxazolidin-5(R)-ylmethyl}-carbamoyloxy)-ethyl ester), C1(=CC=CC=C1)OC (anisole), C1CCOC1 (THF), Cl (Hydrochloric acid). Reported procedure: 2(S)-tert-butoxycarbonylamino-3(S)-methyl-pentanoic acid 1-(acetyl-{3-[4-(1,1-dioxo-hexahydro-1λ6-thiopyran-4-yl)-3-fluoro-phenyl]-2-oxo-oxazolidin-5(R)-ylmethyl}-carbamoyloxy)-ethyl ester (12j) (1.00 g, 1.46 mmol), anisole (0.24 g, 2.188 mmol) and THF (30 mL) are cooled in an ice bath. Hydrochloric acid (4 N in dioxane, 10.94 mL) is added dropwise. The solution is stirred in an ice bath for 30 min and then at RT for 4 h. The reaction mixture is re-cooled to 0° C. and ethyl ether is added. The r... Reaction conditions: temperature 0 celsius, time 30 minute. The product is Cl.C(C)(=O)N(C(=O)OC(C)OC([C@H]([C@H](CC)C)N)=O)C[C@H]1CN(C(O1)=O)C1=CC(=C(C=C1)C1CCS(CC1)(=O)=O)F (2(S)-Amino-3(S)-methyl-pentanoic acid 1-(acetyl-{3-[4-(1,1-dioxo-hexahydro-1λ6-thiopyran-4-yl)-3-fluoro-phenyl]-2-oxo-oxazolidin-5 (R)-ylmethyl}-carbamoyloxy)-ethyl ester hydrochloride). As a reaction SMILES: [C:1]([N:4]([CH2:26][C@@H:27]1[O:31][C:30](=[O:32])[N:29]([C:33]2[CH:38]=[CH:37][C:36]([CH:39]3[CH2:44][CH2:43][S:42](=[O:46])(=[O:45])[CH2:41][CH2:40]3)=[C:35]([F:47])[CH:34]=2)[CH2:28]1)[C:5]([O:7][CH:8]([O:10][C:11](=[O:25])[C@@H:12]([NH:17]C(OC(C)(C)C)=O)[C@@H:13]([CH3:16])[CH2:14][CH3:15])[CH3:9])=[O:6])(=[O:3])[CH3:2].C1(OC)C=CC=CC=1.C1COCC1.[ClH:61]>C(OCC)C>[ClH:61].[C:1]([N:4]([CH2:26][C@@H:27]1[O:31][C:30](=[O:32])[N:29]([C:33]2[CH:38]=[CH:37][C:36]([CH:39]3[CH2:40][CH2:41][S:42](=[O:45])(=[O:46])[CH2:43][CH2:44]3)=[C:35]([F:47])[CH:34]=2)[CH2:28]1)[C:5]([O:7][CH:8]([O:10][C:11](=[O:25])[C@@H:12]([NH2:17])[C@@H:13]([CH3:16])[CH2:14][CH3:15])[CH3:9])=[O:6])(=[O:3])[CH3:2] |f:5.6|. Solvent: C(C)OCC (ethyl ether).